Dataset: the Open Reaction Database (ORD), a public repository of structured organic reaction records. Task: describe an organic reaction: reactants, conditions, products, and yield Reactants: O=C([O-])[O-], CCC(C)=O, CC(C)CCC1NC(=O)OC1c1ccccc1, ClCCCN1CCCCC1, Cl, [K+], [K+], CC(C)CCC(N)C(O)c1ccccc1. Product: CC(C)CCC1C(c2ccccc2)OC(=O)N1CCCN1CCCCC1. Reaction SMILES: [C:44](=[O:45])([O-:46])[O-:47].[CH2:50]([C:51]([CH3:52])=[O:53])[CH3:54].[CH3:1][CH:2]([CH2:3][CH2:4][CH:5]1[NH:6][C:7](=[O:16])[O:8][CH:9]1[c:10]1[cH:11][cH:12][cH:13][cH:14][cH:15]1)[CH3:17].[Cl:34][CH2:35][CH2:36][CH2:37][N:38]1[CH2:39][CH2:40][CH2:41][CH2:42][CH2:43]1.[ClH:33].[K+:48].[K+:49].[NH2:18][CH:19]([CH2:20][CH2:21][CH:22]([CH3:23])[CH3:24])[CH:25]([c:26]1[cH:27][cH:28][cH:29][cH:30][cH:31]1)[OH:32]>>[CH3:1][CH:2]([CH2:3][CH2:4][CH:5]1[N:6]([CH2:35][CH2:36][CH2:37][N:38]2[CH2:39][CH2:40][CH2:41][CH2:42][CH2:43]2)[C:7](=[O:16])[O:8][CH:9]1[c:10]1[cH:11][cH:12][cH:13][cH:14][cH:15]1)[CH3:17]. Starting materials: Cc1nnc(-c2ccc(C=O)cc2)o1, BrC(Br)Br, OCC1CC1, OCC1CC1, [K+], [K+], C1COCCO1, [OH-], [OH-]. Yields the product Cc1nnc(-c2ccc(C(OCC3CC3)C(=O)O)cc2)o1. RXN SMILES: [CH3:1][c:2]1[n:3][n:4][c:5](-[c:7]2[cH:8][cH:9][c:10]([CH:11]=[O:12])[cH:13][cH:14]2)[o:6]1.[CH:17]([Br:18])([Br:19])[Br:20].[CH:23]1([CH2:26][OH:27])[CH2:24][CH2:25]1.[CH:28]1([CH2:31][OH:32])[CH2:29][CH2:30]1.[K+:16].[K+:22].[O:33]1[CH2:34][CH2:35][O:36][CH2:37][CH2:38]1.[OH-:15].[OH-:21]>>[CH3:1][c:2]1[n:3][n:4][c:5](-[c:7]2[cH:8][cH:9][c:10]([CH:11]([O:27][CH2:26][CH:23]3[CH2:24][CH2:25]3)[C:31](=[O:15])[OH:32])[cH:13][cH:14]2)[o:6]1.